describe an organic reaction: reactants, conditions, products, and yield From a dataset of the Open Reaction Database (ORD), a public repository of structured organic reaction records. Reactants: CC(C)Cn1c(C(=O)O)c(-c2ccccc2F)c2cc(OCc3ccccc3)ccc2c1=O, CN(C)C=O, COCCOC, O=C(Cl)C(=O)Cl, Cl, C1CCOC1. Product: CC(C)Cn1c(CO)c(-c2ccccc2F)c2cc(OCc3ccccc3)ccc2c1=O. As a reaction SMILES: [CH2:1]([c:2]1[cH:3][cH:4][cH:5][cH:6][cH:7]1)[O:8][c:9]1[cH:10][c:11]2[c:12](-[c:27]3[c:28]([F:33])[cH:29][cH:30][cH:31][cH:32]3)[c:13]([C:24](=[O:25])[OH:26])[n:14]([CH2:20][CH:21]([CH3:22])[CH3:23])[c:15](=[O:19])[c:16]2[cH:17][cH:18]1.[CH3:40][N:41]([CH3:42])[CH:43]=[O:44].[CH3:51][O:52][CH2:53][CH2:54][O:55][CH3:56].[Cl:34][C:35]([C:36]([Cl:37])=[O:38])=[O:39].[ClH:45].[O:46]1[CH2:47][CH2:48][CH2:49][CH2:50]1>>[CH2:1]([c:2]1[cH:3][cH:4][cH:5][cH:6][cH:7]1)[O:8][c:9]1[cH:10][c:11]2[c:12](-[c:27]3[c:28]([F:33])[cH:29][cH:30][cH:31][cH:32]3)[c:13]([CH2:24][OH:25])[n:14]([CH2:20][CH:21]([CH3:22])[CH3:23])[c:15](=[O:19])[c:16]2[cH:17][cH:18]1. Reactants: C1(CC1)N1CCN(CC1)C1=NC=CC=C1C=1C=CC=2C3=C(C(N(C2C1)CC(F)(F)F)=O)C=NN3C3OCCCC3 (7-[2-(4-cyclopropylpiperazin-1-yl)pyrid-3-yl]-1-(tetrahydro-2H-pyran-2-yl)-5-(2,2,2-trifluoroethyl)-1,5-dihydro-4H-pyrazolo[4,3-c]quinolin-4-one), C1(CC1)N1CCN(CC1)C1=NC=CC=C1C=1C=CC=2C3=C(C(N(C2C1)CC(F)(F)F)=O)CN(N3)C3OCCCC3 (7-[2-(4-cyclopropyl-piperazin-1-yl)pyrid-3-yl]-2-(tetrahydro-2H-pyran-2-yl)-5-(2,2,2-trifluoroethyl)-1,5-dihydro-4H-pyrazolo[4,3-c]quinolin-4-one), Cl (hydrochloride). The product is Cl.C1(CC1)N1CCN(CC1)C1=NC=CC=C1C=1C=CC=2C3=C(C(N(C2C1)CC(F)(F)F)=O)C=NN3 (7-[2-(4-cyclopropylpiperazin-1-yl)pyrid-3-yl]-5-(2,2,2-trifluoroethyl)-1,5-dihydro-4H-pyrazolo[4,3-c]quinolin-4-one hydrochloride). Isolated yield 70.0%. RXN SMILES: [CH:1]1([N:4]2[CH2:9][CH2:8][N:7]([C:10]3[C:15]([C:16]4[CH:17]=[CH:18][C:19]5[C:20]6[N:34](C7CCCCO7)[N:33]=[CH:32][C:21]=6[C:22](=[O:31])[N:23]([CH2:26][C:27]([F:30])([F:29])[F:28])[C:24]=5[CH:25]=4)=[CH:14][CH:13]=[CH:12][N:11]=3)[CH2:6][CH2:5]2)[CH2:3][CH2:2]1.C1(N2CCN(C3C(C4C=CC5C6NN(C7CCCCO7)CC=6C(=O)N(CC(F)(F)F)C=5C=4)=CC=CN=3)CC2)CC1.[ClH:81]>>[ClH:81].[CH:1]1([N:4]2[CH2:5][CH2:6][N:7]([C:10]3[C:15]([C:16]4[CH:17]=[CH:18][C:19]5[C:20]6[NH:34][N:33]=[CH:32][C:21]=6[C:22](=[O:31])[N:23]([CH2:26][C:27]([F:28])([F:29])[F:30])[C:24]=5[CH:25]=4)=[CH:14][CH:13]=[CH:12][N:11]=3)[CH2:8][CH2:9]2)[CH2:3][CH2:2]1 |f:3.4|. Reported procedure: The product is obtained according to the procedure described in Step 1.7. starting with 7-[2-(4-cyclopropylpiperazin-1-yl)pyrid-3-yl]-1-(tetrahydro-2H-pyran-2-yl)-5-(2,2,2-trifluoroethyl)-1,5-dihydro-4H-pyrazolo[4,3-c]quinolin-4-one and 7-[2-(4-cyclopropyl-piperazin-1-yl)pyrid-3-yl]-2-(tetrahydro-2H-pyran-2-yl)-5-(2,2,2-trifluoroethyl)-1,5-dihydro-4H-pyrazolo[4,3-c]quinolin-4-one, in the form of a white powder (3 hydrochloride, 3H2O; yield 70%). The reactants are C=C1CCOC2(C(O)C(C)(O)CO)NC(=O)C1(O)NC2=O, CN(C)c1ccncc1, O=C(OC(=O)c1ccccc1)c1ccccc1, c1ccncc1. The product is C=C1CCOC2(C(O)C(C)(O)CO)NC(=O)C1(O)NC2=O, O=C([O-])c1ccccc1. RXN SMILES: [CH3:1][C:2]([OH:3])([CH2:4][OH:5])[CH:6]([OH:7])[C:8]12[NH:9][C:10](=[O:11])[C:12]([OH:13])([NH:14][C:15]1=[O:16])[C:17](=[CH2:18])[CH2:19][CH2:20][O:21]2.[CH3:45][N:46]([CH3:47])[c:48]1[cH:49][cH:50][n:51][cH:52][cH:53]1.[O:22]=[C:23]([O:24][C:25]([c:26]1[cH:27][cH:28][cH:29][cH:30][cH:31]1)=[O:32])[c:33]1[cH:34][cH:35][cH:36][cH:37][cH:38]1.[cH:39]1[cH:40][cH:41][n:42][cH:43][cH:44]1>>[CH3:1][C:2]([OH:3])([CH2:4][OH:5])[CH:6]([OH:7])[C:8]12[NH:9][C:10](=[O:11])[C:12]([OH:13])([NH:14][C:15]1=[O:16])[C:17](=[CH2:18])[CH2:19][CH2:20][O:21]2.[O:22]=[C:23]([O-:24])[c:33]1[cH:34][cH:35][cH:36][cH:37][cH:38]1. Reactants: C(C(C)C)O (isobutanol), [H-].[Na+] (sodium hydride), Cl (hydrochloric acid), C(C1=CC=CC=C1)N(C)CCCl (N-benzyl-N-methyl-2-chloroethylamine). The solvent is CO (methanol), C1(=CC=CC=C1)C (toluene), C1(=CC=CC=C1)C (toluene), O (water). Product: CC(COCCN(C)CC1=CC=CC=C1)C (N-[2-(2,2-dimethylethoxy)ethyl]-N-benzyl-N-methylamine). The yield is 71.7%. Reaction SMILES: [CH2:1]([OH:5])[CH:2]([CH3:4])[CH3:3].[H-].[Na+].[CH2:8]([N:15]([CH2:17][CH2:18]Cl)[CH3:16])[C:9]1[CH:14]=[CH:13][CH:12]=[CH:11][CH:10]=1.Cl>C1(C)C=CC=CC=1.O.CO>[CH3:3][CH:2]([CH3:4])[CH2:1][O:5][CH2:18][CH2:17][N:15]([CH2:8][C:9]1[CH:14]=[CH:13][CH:12]=[CH:11][CH:10]=1)[CH3:16] |f:1.2|. Procedure details: A solution of 5.0 g of isobutanol in 50 ml of toluene was added at a temperature of 0° C. to a solution of 3.25 g of sodium hydride in 100 ml of toluene, and the reaction mixture was heated under reflux for 3 hours. 12.4 g of N-benzyl-N-methyl-2-chloroethylamine were then added to the reaction mixture, and the solution was heated under reflux for a further 8 hours. The reaction solution was worked up by cautiously adding 5 ml of methanol and then 100 ml of water, and the pH was then adjusted to ... Reactants: BrN1C(CCC1=O)=O (N-bromosuccinimide), C(C1=CC=CC=C1)(=O)OOC(C1=CC=CC=C1)=O (benzoyl peroxide), COC=1N(C(N(N1)C)=O)C1=C(C=CC=C1)C (2,4-dihydro-5-methoxy-2-methyl-4-(2-methylphenyl)-3H-1,2,4-triazol-3-one), BrN1C(CCC1=O)=O (N-bromosuccinimide), C(C1=CC=CC=C1)(=O)OOC(C1=CC=CC=C1)=O (benzoyl peroxide), C(Cl)Cl (methylene chloride). The solvent is C(Cl)(Cl)(Cl)Cl (carbon tetrachloride). The product is BrCC1=C(C=CC=C1)N1C(N(N=C1OC)C)=O (4-[2-(Bromomethyl)phenyl]-2,4-dihydro-5-methoxy-2-methyl-3H-1,2,4-triazol-3-one). Isolated yield 34.2%. As a reaction SMILES: [CH3:1][O:2][C:3]1[N:4]([C:10]2[CH:15]=[CH:14][CH:13]=[CH:12][C:11]=2[CH3:16])[C:5](=[O:9])[N:6]([CH3:8])[N:7]=1.[Br:17]N1C(=O)CCC1=O.C(OOC(=O)C1C=CC=CC=1)(=O)C1C=CC=CC=1.C(Cl)Cl>C(Cl)(Cl)(Cl)Cl>[Br:17][CH2:16][C:11]1[CH:12]=[CH:13][CH:14]=[CH:15][C:10]=1[N:4]1[C:3]([O:2][CH3:1])=[N:7][N:6]([CH3:8])[C:5]1=[O:9]. Procedure: To a solution/suspension of 6.7 g 2,4-dihydro-5-methoxy-2-methyl-4-(2-methylphenyl)-3H-1,2,4-triazol-3-one dissolved in 95 mL carbon tetrachloride under N2 was added N-bromosuccinimide (6.53 g) followed by a catalytic amount of benzoyl peroxide. The solution was heated at reflux for 2 h. Another 1.63 g N-bromosuccinimide and a catalytic amount of benzoyl peroxide were added and the solution was heated at reflux for an hour. After cooling, methylene chloride was added and the organic layer was wa... The product is CCc1nc2c([nH]1)c(=S)[nH]c(=S)n2CC. Reactants: CCc1nc2c([nH]1)c(=O)[nH]c(=S)n2CC, [Na+], [OH-], S=P12SP3(=S)SP(=S)(S1)SP(=S)(S2)S3, c1ccncc1. RXN SMILES: [CH2:1]([CH3:2])[n:3]1[c:4](=[S:15])[nH:5][c:6](=[O:14])[c:7]2[nH:8][c:9]([CH2:12][CH3:13])[n:10][c:11]12.[Na+:37].[OH-:36].[P:16]12(=[S:17])[S:18][P:19]3(=[S:29])[S:20][P:21](=[S:27])([S:22][P:23](=[S:26])([S:24]3)[S:25]1)[S:28]2.[cH:30]1[cH:31][cH:32][n:33][cH:34][cH:35]1>>[CH2:1]([CH3:2])[n:3]1[c:4](=[S:15])[nH:5][c:6](=[S:17])[c:7]2[nH:8][c:9]([CH2:12][CH3:13])[n:10][c:11]12.